Dataset: the Open Reaction Database (ORD), a public repository of structured organic reaction records. Task: describe an organic reaction: reactants, conditions, products, and yield Procedure details: 4-[N-t-Butyloxycarbamoyl]-4-[[4-methoxybenzenesulfonyl](benzyl)amino]-1-[benzyl]piperidine is dissolved in dichloroethane (60 mL) and ethanol (1.0 mL) in a glass sealed tube. Hydrochloric acid gas (from a lecture bottle) is bubbled through the solution for 30 minutes at -10° C. The tube is sealed, gradually warmed to room temperature, and stirred overnight. At this point, hydrochloric acid gas is again bubbled through the reaction mixture as done previously and stirred at room temperature for an... Reaction conditions: time 8 hour. The product is ONC(=O)C1(CCN(CC1)CC1=CC=CC=C1)N(CC1=CC=CC=C1)S(=O)(=O)C1=CC=C(C=C1)OC (4-[N-hydroxy-carbamoyl]-4-[[4-methoxybenzenesulfonyl](benzyl)amino]-1-[benzyl]-piperidine). Reaction SMILES: C([O:5][NH:6][C:7]([C:9]1([N:22]([S:30]([C:33]2[CH:38]=[CH:37][C:36]([O:39][CH3:40])=[CH:35][CH:34]=2)(=[O:32])=[O:31])[CH2:23][C:24]2[CH:29]=[CH:28][CH:27]=[CH:26][CH:25]=2)[CH2:14][CH2:13][N:12]([CH2:15][C:16]2[CH:21]=[CH:20][CH:19]=[CH:18][CH:17]=2)[CH2:11][CH2:10]1)=[O:8])(C)(C)C.C(O)C>ClC(Cl)C>[OH:5][NH:6][C:7]([C:9]1([N:22]([S:30]([C:33]2[CH:34]=[CH:35][C:36]([O:39][CH3:40])=[CH:37][CH:38]=2)(=[O:32])=[O:31])[CH2:23][C:24]2[CH:29]=[CH:28][CH:27]=[CH:26][CH:25]=2)[CH2:14][CH2:13][N:12]([CH2:15][C:16]2[CH:17]=[CH:18][CH:19]=[CH:20][CH:21]=2)[CH2:11][CH2:10]1)=[O:8]. Solvent: ClC(C)Cl (dichloroethane). The reactants are C(C)(C)(C)ONC(=O)C1(CCN(CC1)CC1=CC=CC=C1)N(CC1=CC=CC=C1)S(=O)(=O)C1=CC=C(C=C1)OC (4-[N-t-Butyloxycarbamoyl]-4-[[4-methoxybenzenesulfonyl](benzyl)amino]-1-[benzyl]piperidine), C(C)O (ethanol). The reactants are CCCCO, CCN(C(C)C)C(C)C, NCc1cc2cc(F)ccc2nc1-c1ccccc1Cl, Clc1ncnc2nc[nH]c12. As a reaction SMILES: [CH2:40]([OH:41])[CH2:42][CH2:43][CH3:44].[CH:31]([N:32]([CH2:33][CH3:34])[CH:35]([CH3:36])[CH3:37])([CH3:38])[CH3:39].[Cl:1][c:2]1[c:3](-[c:8]2[n:9][c:10]3[cH:11][cH:12][c:13]([F:20])[cH:14][c:15]3[cH:16][c:17]2[CH2:18][NH2:19])[cH:4][cH:5][cH:6][cH:7]1.[Cl:21][c:22]1[c:23]2[nH:24][cH:25][n:26][c:27]2[n:28][cH:29][n:30]1>>[Cl:1][c:2]1[c:3](-[c:8]2[n:9][c:10]3[cH:11][cH:12][c:13]([F:20])[cH:14][c:15]3[cH:16][c:17]2[CH2:18][NH:19][c:22]2[c:23]3[n:24][cH:25][nH:26][c:27]3[n:28][cH:29][n:30]2)[cH:4][cH:5][cH:6][cH:7]1. Product: Fc1ccc2nc(-c3ccccc3Cl)c(CNc3ncnc4[nH]cnc34)cc2c1. The reactants are Cc1ccc(N2CCNCC2)c(C)c1, CCN(C(C)C)C(C)C, O=CCCc1cc(-c2cccs2)n(-c2ccccc2)n1. Product: Cc1ccc(N2CCN(CCCc3cc(-c4cccs4)n(-c4ccccc4)n3)CC2)c(C)c1. As a reaction SMILES: [CH3:21][c:22]1[c:23]([N:29]2[CH2:30][CH2:31][NH:32][CH2:33][CH2:34]2)[cH:24][cH:25][c:26]([CH3:28])[cH:27]1.[CH:35]([N:36]([CH2:37][CH3:38])[CH:39]([CH3:40])[CH3:41])([CH3:42])[CH3:43].[c:1]1(-[n:7]2[n:8][c:9]([CH2:17][CH2:18][CH:19]=[O:20])[cH:10][c:11]2-[c:12]2[s:13][cH:14][cH:15][cH:16]2)[cH:2][cH:3][cH:4][cH:5][cH:6]1>>[c:1]1(-[n:7]2[n:8][c:9]([CH2:17][CH2:18][CH2:19][N:32]3[CH2:31][CH2:30][N:29]([c:23]4[c:22]([CH3:21])[cH:27][c:26]([CH3:28])[cH:25][cH:24]4)[CH2:34][CH2:33]3)[cH:10][c:11]2-[c:12]2[s:13][cH:14][cH:15][cH:16]2)[cH:2][cH:3][cH:4][cH:5][cH:6]1. The reactants are FC1=C(C=C(C=C1)C(F)(F)F)[N+](=O)[O-] (4-fluoro-3-nitrobenzotrifluoride), CN(CCCNC)C (N1,N1,N3-trimethylpropane-1,3-diamine), C(=O)(O)[O-].[Na+] (NaHCO3). Run in C1CCOC1 (THF), C(Cl)Cl (CH2Cl2). Reaction conditions: time 1 hour. Product: CN(CCCN(C1=C(C=C(C=C1)C(F)(F)F)[N+](=O)[O-])C)C (N-(3-(dimethylamino)propyl)-N-methyl-2-nitro-4-(trifluoromethyl)benzenamine). RXN SMILES: F[C:2]1[CH:7]=[CH:6][C:5]([C:8]([F:11])([F:10])[F:9])=[CH:4][C:3]=1[N+:12]([O-:14])=[O:13].[CH3:15][N:16]([CH3:22])[CH2:17][CH2:18][CH2:19][NH:20][CH3:21].C([O-])(O)=O.[Na+]>C1COCC1.C(Cl)Cl>[CH3:15][N:16]([CH3:22])[CH2:17][CH2:18][CH2:19][N:20]([CH3:21])[C:2]1[CH:7]=[CH:6][C:5]([C:8]([F:11])([F:10])[F:9])=[CH:4][C:3]=1[N+:12]([O-:14])=[O:13] |f:2.3|. Procedure details: To 4-fluoro-3-nitrobenzotrifluoride (1.00 g, 4.78 mmol) in THF (25 mL) was added N1,N1,N3-trimethylpropane-1,3-diamine (0.84 mL, 5.7 mmol) and NaHCO3 (1.1 g, 13 mmol). The resulting mixture was stirred for 1 h at RT, diluted with CH2Cl2, and washed with H2O. The organic layer was dried (MgSO4), filtered and concentrated to afford the title compound.